From a dataset of the Open Reaction Database (ORD), a public repository of structured organic reaction records. describe an organic reaction: reactants, conditions, products, and yield Reactants: C(C(=O)Cl)(=O)Cl (Oxalyl chloride), CC1=NOC=C1C(=O)O (3-Methyl-isoxazole-4-carboxylic acid), ClC=1C(=NC(=CN1)N)N (3-chloro-pyrazine-2,6-diamine). The reagents and catalysts are CN(C=O)C (dimethylformamide). The solvent is N1=CC=CC=C1 (pyridine). Reaction conditions: time 4 hour. Yields the product NC1=C(N=CC(=N1)NC(=O)C=1C(=NOC1)C)Cl (N-(6-Amino-5-chloropyrazin-2-yl)-3-methylisoxazole-4-carboxamide). Yield: 49.3%. Reaction SMILES: C(Cl)(=O)C(Cl)=O.[CH3:7][C:8]1[C:12]([C:13]([OH:15])=O)=[CH:11][O:10][N:9]=1.[Cl:16][C:17]1[C:18]([NH2:24])=[N:19][C:20]([NH2:23])=[CH:21][N:22]=1>CN(C)C=O.N1C=CC=CC=1>[NH2:24][C:18]1[N:19]=[C:20]([NH:23][C:13]([C:12]2[C:8]([CH3:7])=[N:9][O:10][CH:11]=2)=[O:15])[CH:21]=[N:22][C:17]=1[Cl:16]. Procedure details: Oxalyl chloride (0.06 ml, 0.69 mmol) was added to a solution of 3-Methyl-isoxazole-4-carboxylic acid (0.06 g, 0.48 mmol) followed by 1 drop of dimethylformamide. The mixture was stirred at room temperature for 4 hours before concentrating in vacuo and azeotroping with dichloromethane. The residue was taken up in pyridine (1 ml) and added to a solution of 3-chloro-pyrazine-2,6-diamine (Preparation 1) (0.035 g, 0.24 mmol) in anhydrous pyridine (3 ml) and the mixture heated at 50° C. for 3 hours be... The reactants are [H-].[Na+] (sodium hydride), ClC=1C=C2C(N(C(NC2=CC1Cl)=O)C)(C(=O)NC(=S)N)O (6,7-Dichloro-3-methyl-4-hydroxy-4-thioureidocarbonyl-2-oxo-1,2,3,4-tetrahydroquinazoline), CN(C=O)C (dimethylformamide), C(C)Br (ethyl bromide). Run at time 30 minute. The product is ClC=1C=C2C(=CC1Cl)NC(N(C21NC(NC1=O)=O)C)=O (6,7-dichloro-3-methyl-spiro[1,2,3,4-tetrahydroquinazoline-4,4'-imidazolidine]-2,2',5'-trione). RXN SMILES: [Cl:1][C:2]1[CH:3]=[C:4]2[C:9](=[CH:10][C:11]=1[Cl:12])[NH:8][C:7](=[O:13])[N:6]([CH3:14])[C:5]2(O)[C:15]([NH:17][C:18]([NH2:20])=S)=[O:16].[H-].[Na+].C(Br)C.CN(C)C=[O:30]>>[Cl:1][C:2]1[CH:3]=[C:4]2[C:5]3([C:15](=[O:16])[NH:17][C:18](=[O:30])[NH:20]3)[N:6]([CH3:14])[C:7](=[O:13])[NH:8][C:9]2=[CH:10][C:11]=1[Cl:12] |f:1.2|. Procedure details: 6,7-Dichloro-3-methyl-4-hydroxy-4-thioureidocarbonyl-2-oxo-1,2,3,4-tetrahydroquinazoline (2.8 g) is dissolved in dimethylformamide (30 ml), and thereto is added sodium hydride (60% oily suspension) (0.32 g), and the mixture is stirred at room temperature for 30 minutes. To the mixture is added ethyl bromide (2 ml), and the mixture is further stirred for 30 minutes, and then the solvent is distilled off under reduced pressure. To the residue [i.e. 6,7-dichloro-3-methyl-4-hydroxy-4-(2-methylisothi...